From a dataset of the Open Reaction Database (ORD), a public repository of structured organic reaction records. describe an organic reaction: reactants, conditions, products, and yield Starting materials: C1(CC1)COC=1C=C(C(=O)NC2C(CCC(C2)O)C2=CC(=C(C=C2)OC)OC)C=CC1OCC1CC1 ((±)-3,4-bis-cyclopropylmethoxy-N-[(1RS,2RS,5RS)-2-(3,4-dimethoxyphenyl)-5-hydroxycyclohexyl]benzamide), C1(CC1)COC=1C=C(C(=O)NC2C(CCC(C2)O)C2=CC(=C(C=C2)OC)OC)C=CC1OCC1CC1 ((±)-3,4-bis-cyclopropylmethoxy-N-[(1RS,2RS,5RS)-2-(3,4-dimethoxyphenyl)-5-hydroxycyclohexyl]benzamide), C(C)(=O)OC(C)=O (acetic anhydride). Run at temperature 100 celsius. Product: C1(CC1)COC=1C=C(C=CC1OCC1CC1)C(=O)NC1CC(CCC1C1=CC(=C(C=C1)OC)OC)OC(C)=O ((±)-Acetic acid (1RS,3RS,4RS)-3-{[1-(3,4-bis-cyclopropylmethoxyphenyl)methanoyl]-amino}-4-(3,4-dimethoxyphenyl)cyclohexyl ester). RXN SMILES: [CH:1]1([CH2:4][O:5][C:6]2[CH:7]=[C:8]([CH:29]=[CH:30][C:31]=2[O:32][CH2:33][CH:34]2[CH2:36][CH2:35]2)[C:9]([NH:11][CH:12]2[CH2:17][CH:16]([OH:18])[CH2:15][CH2:14][CH:13]2[C:19]2[CH:24]=[CH:23][C:22]([O:25][CH3:26])=[C:21]([O:27][CH3:28])[CH:20]=2)=[O:10])[CH2:3][CH2:2]1.[C:37](OC(=O)C)(=[O:39])[CH3:38]>>[CH:1]1([CH2:4][O:5][C:6]2[CH:7]=[C:8]([C:9]([NH:11][CH:12]3[CH:13]([C:19]4[CH:24]=[CH:23][C:22]([O:25][CH3:26])=[C:21]([O:27][CH3:28])[CH:20]=4)[CH2:14][CH2:15][CH:16]([O:18][C:37](=[O:39])[CH3:38])[CH2:17]3)=[O:10])[CH:29]=[CH:30][C:31]=2[O:32][CH2:33][CH:34]2[CH2:35][CH2:36]2)[CH2:2][CH2:3]1. Procedure: 3.2 g of (±)-3,4-bis-cyclopropylmethoxy-N-[(1RS,2RS,5RS)-2-(3,4-dimethoxyphenyl)-5-hydroxycyclohexyl]benzamide (compound D1) are dissolved in 70 ml of acetic anhydride and the solution is heated to 100° C. for 5 h. The solution is concentrated and the residue is recrystallized in ethanol. 3.15 g of the title compound of m.p. 148-151° C. are obtained. Reactants: CCOC(=O)CBr, O=C([O-])[O-], CN(C)C=O, CCOC(C)=O, FC(F)(F)c1cc(Cl)[nH]n1, [K+], [K+]. Yields the product CCOC(=O)Cn1nc(C(F)(F)F)cc1Cl. RXN SMILES: [Br:17][CH2:18][C:19](=[O:20])[O:21][CH2:22][CH3:23].[C:11](=[O:12])([O-:13])[O-:14].[CH3:24][N:25]([CH3:26])[CH:27]=[O:28].[CH3:29][CH2:30][O:31][C:32](=[O:33])[CH3:34].[Cl:1][c:2]1[cH:3][c:4]([C:7]([F:8])([F:9])[F:10])[n:5][nH:6]1.[K+:15].[K+:16]>>[Cl:1][c:2]1[cH:3][c:4]([C:7]([F:8])([F:9])[F:10])[n:5][n:6]1[CH2:18][C:19](=[O:20])[O:21][CH2:22][CH3:23].